From a dataset of the Open Reaction Database (ORD), a public repository of structured organic reaction records. describe an organic reaction: reactants, conditions, products, and yield Reactants: FC1=CC=C(C=C1)S(=O)(=O)Cl (4-fluorophenylsulphonyl chloride), NCCCN1CC(CC1)OC1=C(C=CC=C1)OC (1-(3-aminopropyl)-3-(2-methoxyphenoxy)-pyrrolidine). The solvent is CCOCC (ether), CCOCC (ether). Conditions: time 2 hour. The product is Cl.FC1=CC=C(C=C1)S(=O)(=O)NCCCN1CC(CC1)OC1=C(C=CC=C1)OC (1-[3-(4-Fluorophenyl)sulphonamido-propyl]-3-(2-methoxyphenoxy)-pyrrolidine hydrochloride). Yield: 61.8%. Reaction SMILES: [F:1][C:2]1[CH:7]=[CH:6][C:5]([S:8]([Cl:11])(=[O:10])=[O:9])=[CH:4][CH:3]=1.[NH2:12][CH2:13][CH2:14][CH2:15][N:16]1[CH2:20][CH2:19][CH:18]([O:21][C:22]2[CH:27]=[CH:26][CH:25]=[CH:24][C:23]=2[O:28][CH3:29])[CH2:17]1>CCOCC>[ClH:11].[F:1][C:2]1[CH:7]=[CH:6][C:5]([S:8]([NH:12][CH2:13][CH2:14][CH2:15][N:16]2[CH2:20][CH2:19][CH:18]([O:21][C:22]3[CH:27]=[CH:26][CH:25]=[CH:24][C:23]=3[O:28][CH3:29])[CH2:17]2)(=[O:10])=[O:9])=[CH:4][CH:3]=1 |f:3.4|. Procedure details: 0.78 g (4.0 mmol) of 4-fluorophenylsulphonyl chloride in 15 ml of ether were added dropwise to a solution of 1.0 g (4.0 mmol) of 1-(3-aminopropyl)-3-(2-methoxyphenoxy)-pyrrolidine in 20 ml of anhydrous ether at 0° C. After 2 hours at room temperature, the mixture was freed from solvent in vacuo and the remaining oily residue was brought to crystallization by trituration with diethyl ether/hexane. In this manner, 1.1 g (62%) of title compound were obtained as a slightly reddish, hygroscopic solid... The reactants are CCC=CCCS, O=[N+]([O-])c1cc(C(F)(F)F)c(Cl)c2[nH]c(C(F)(F)F)nc12, [Na]. Yields the product CCC=CCCSc1c(C(F)(F)F)cc([N+](=O)[O-])c2nc(C(F)(F)F)[nH]c12. Reaction SMILES: [CH2:23]([CH2:24][CH:25]=[CH:26][CH2:27][CH3:28])[SH:29].[Cl:1][c:2]1[c:3]([C:18]([F:19])([F:20])[F:21])[cH:4][c:5]([N+:15](=[O:16])[O-:17])[c:6]2[n:7][c:8]([C:11]([F:12])([F:13])[F:14])[nH:9][c:10]12.[Na:22]>>[c:2]1([S:29][CH2:23][CH2:24][CH:25]=[CH:26][CH2:27][CH3:28])[c:3]([C:18]([F:19])([F:20])[F:21])[cH:4][c:5]([N+:15](=[O:16])[O-:17])[c:6]2[n:7][c:8]([C:11]([F:12])([F:13])[F:14])[nH:9][c:10]12. Starting materials: ClC1=NC(=NC(=C1)C(F)(F)F)C1=NC=CC=C1 (4-chloro-2-(2-pyridinyl)-6-(trifluoromethyl)pyrimidine), COC1=C(N)C=C(C=C1)OC (2,5-dimethoxyaniline). Product: COC1=C(NC2=NC(=NC(=C2)C(F)(F)F)C2=NC=CC=C2)C=C(C=C1)OC (4-(2,5-Dimethoxyanilino)-2-(2-pyridinyl)-6-(trifluoromethyl)pyrimidine), solid. Yield: 50.0%. As a reaction SMILES: Cl[C:2]1[CH:7]=[C:6]([C:8]([F:11])([F:10])[F:9])[N:5]=[C:4]([C:12]2[CH:17]=[CH:16][CH:15]=[CH:14][N:13]=2)[N:3]=1.[CH3:18][O:19][C:20]1[CH:26]=[CH:25][C:24]([O:27][CH3:28])=[CH:23][C:21]=1[NH2:22]>>[CH3:18][O:19][C:20]1[CH:26]=[CH:25][C:24]([O:27][CH3:28])=[CH:23][C:21]=1[NH:22][C:2]1[CH:7]=[C:6]([C:8]([F:11])([F:10])[F:9])[N:5]=[C:4]([C:12]2[CH:17]=[CH:16][CH:15]=[CH:14][N:13]=2)[N:3]=1. Reported procedure: The title compound was prepared from a mixture of 4-chloro-2-(2-pyridinyl)-6-(trifluoromethyl)pyrimidine (50 mg, 0.193 mmol) and 2,5-dimethoxyaniline (59 mg, 0.386 mmol) similar to Example 58 and isolated as a light brown solid (36 mg, 50%). 1H NMR (DMSO-d6): 9.65 (s, 1H), 8.76–8.73 (m, 1H), 8.32 (d, J=7.8 Hz, 2H), 8.03–7.97 (m, 1H), 7.58–7.54 (m, 2H), 7.05 (d, J=9.0 Hz, 1H), 6.70 (dd, J=3.0, 8.7 Hz, 1H), 3.84 (s, 3H), 3.82 (s, 3H).